This data is from the Open Reaction Database (ORD), a public repository of structured organic reaction records. The task is: describe an organic reaction: reactants, conditions, products, and yield Reactants: C(C)(C)(C)ON=C1C=C(OC2=CC(=CC=C12)Br)C=1N=CC2=CC=CC=C2C1 (7-bromo-2-isoquinolin-3-yl-chromen-4-one O-tert-butyl oxime), COC=1C=C(C=CC1)C#C (3-methoxyphenylacetylene). Product: C1=NC(=CC2=CC=CC=C12)C=1OC2=CC(=CC=C2C(C1)=NO)C#CC1=CC(=CC=C1)OC (2-isoquinolin-3-yl-7-(3-methoxyphenyl)ethynyl-chromen-4-one oxime), oxime. As a reaction SMILES: C([O:5][N:6]=[C:7]1[C:16]2[C:11](=[CH:12][C:13](Br)=[CH:14][CH:15]=2)[O:10][C:9]([C:18]2[N:19]=[CH:20][C:21]3[C:26]([CH:27]=2)=[CH:25][CH:24]=[CH:23][CH:22]=3)=[CH:8]1)(C)(C)C.[CH3:28][O:29][C:30]1[CH:31]=[C:32]([C:36]#[CH:37])[CH:33]=[CH:34][CH:35]=1>>[CH:20]1[C:21]2[C:26](=[CH:25][CH:24]=[CH:23][CH:22]=2)[CH:27]=[C:18]([C:9]2[O:10][C:11]3[C:16]([C:7](=[N:6][OH:5])[CH:8]=2)=[CH:15][CH:14]=[C:13]([C:37]#[C:36][C:32]2[CH:33]=[CH:34][CH:35]=[C:30]([O:29][CH3:28])[CH:31]=2)[CH:12]=3)[N:19]=1. Reported procedure: 2-isoquinolin-3-yl-7-(3-methoxyphenyl)ethynyl-chromen-4-one oxime was prepared in 22% overall yield using the method described in example 24, starting from 7-bromo-2-isoquinolin-3-yl-chromen-4-one O-tert-butyl oxime (example 2B) and 3-methoxyphenylacetylene. The title compound was isolated as an orange solid and as a 93/7 mixture of Z/E oxime isomers.